Dataset: the Open Reaction Database (ORD), a public repository of structured organic reaction records. Task: describe an organic reaction: reactants, conditions, products, and yield Starting materials: C(C)(=O)OCC (ethyl acetate), COC1=CC=C(C=C1)N (p-Anisidine), N1=CC=CC=C1 (pyridine), C(C=CC1=CC=CC=C1)(=O)Cl (cinnamoyl chloride). Solvent: O (water), CC(=O)C (acetone). Reaction conditions: time 20 minute. The product is COC1=CC=C(C=C1)NC(C=CC1=CC=CC=C1)=O (N-(4-Methoxyphenyl)cinnamamide). The yield is 98.0%. RXN SMILES: [CH3:1][O:2][C:3]1[CH:8]=[CH:7][C:6]([NH2:9])=[CH:5][CH:4]=1.N1C=CC=CC=1.[C:16](Cl)(=[O:25])[CH:17]=[CH:18][C:19]1[CH:24]=[CH:23][CH:22]=[CH:21][CH:20]=1.C(OCC)(=O)C>CC(C)=O.O>[CH3:1][O:2][C:3]1[CH:8]=[CH:7][C:6]([NH:9][C:16](=[O:25])[CH:17]=[CH:18][C:19]2[CH:24]=[CH:23][CH:22]=[CH:21][CH:20]=2)=[CH:5][CH:4]=1. Reported procedure: p-Anisidine (25 g, 0.203 mol) was suspended in acetone (400 ml), to which pyridine (19.7 ml, 0.244 mol) was added. While cooling on ice, cinnamoyl chloride (37.2 g, 0.223 mol) was further added, followed by stirring at ambient temperature for 20 minutes. As a result, a uniform solution was obtained. The solvent was condensed under reduced pressure. To the residue, ethyl acetate and water were added. The sediment was collected by filtration, washed with ethyl acetate and water, and dried with air... Reactants: CCOC(=O)CBr, CCOCC, O=C1CCc2c(F)cc(F)cc21, I, [Zn], Cc1ccccc1. Product: CCOC(=O)CC1(O)CCc2c(F)cc(F)cc21. Reaction SMILES: [Br:13][CH2:14][C:15](=[O:16])[O:17][CH2:18][CH3:19].[CH2:28]([O:29][CH2:30][CH3:31])[CH3:32].[F:1][c:2]1[c:3]2[c:7]([cH:8][c:9]([F:11])[cH:10]1)[C:6](=[O:12])[CH2:5][CH2:4]2.[I:20].[Zn:33].[c:21]1([CH3:22])[cH:23][cH:24][cH:25][cH:26][cH:27]1>>[F:1][c:2]1[c:3]2[c:7]([cH:8][c:9]([F:11])[cH:10]1)[C:6]([OH:12])([CH2:14][C:15](=[O:16])[O:17][CH2:18][CH3:19])[CH2:5][CH2:4]2. Reactants: CCCCP(CCCC)CCCC, Cc1ccccc1, CCOC(C)=O, OCc1cccc2oc(-c3ccc(C(F)(F)F)cc3)nc12, O=C(N=NC(=O)N1CCCCC1)N1CCCCC1, CCOC(=O)COc1ccc(S)cc1C. Product: CCOC(=O)COc1ccc(SCc2cccc3oc(-c4ccc(C(F)(F)F)cc4)nc23)cc1C. As a reaction SMILES: [CH2:1]([P:2]([CH2:3][CH2:4][CH2:5][CH3:6])[CH2:7][CH2:8][CH2:9][CH3:10])[CH2:11][CH2:12][CH3:13].[CH3:68][c:69]1[cH:70][cH:71][cH:72][cH:73][cH:74]1.[CH3:75][CH2:76][O:77][C:78](=[O:79])[CH3:80].[F:32][C:33]([c:34]1[cH:35][cH:36][c:37](-[c:40]2[o:41][c:42]3[c:43]([n:44]2)[c:45]([CH2:49][OH:50])[cH:46][cH:47][cH:48]3)[cH:38][cH:39]1)([F:51])[F:52].[N:14]([C:15]([N:16]1[CH2:17][CH2:18][CH2:19][CH2:20][CH2:21]1)=[O:22])=[N:23][C:24]([N:25]1[CH2:26][CH2:27][CH2:28][CH2:29][CH2:30]1)=[O:31].[SH:53][c:54]1[cH:55][c:56]([CH3:67])[c:57]([O:58][CH2:59][C:60](=[O:61])[O:62][CH2:63][CH3:64])[cH:65][cH:66]1>>[F:32][C:33]([c:34]1[cH:35][cH:36][c:37](-[c:40]2[o:41][c:42]3[c:43]([n:44]2)[c:45]([CH2:49][S:53][c:54]2[cH:55][c:56]([CH3:67])[c:57]([O:58][CH2:59][C:60](=[O:61])[O:62][CH2:63][CH3:64])[cH:65][cH:66]2)[cH:46][cH:47][cH:48]3)[cH:38][cH:39]1)([F:51])[F:52]. Starting materials: ClC=1C=C(C=NC1OC=1N=CC2=CC=CC=C2C1)N (5-chloro-6-(isoquinolin-3-yloxy)pyridin-3-amine), FC(C=1C=C(C=CC1)S(=O)(=O)Cl)(F)F (3-(trifluoromethyl)benzene-1-sulfonyl chloride). Product: ClC=1C=C(C=NC1OC=1N=CC2=CC=CC=C2C1)NS(=O)(=O)C1=CC(=CC=C1)C(F)(F)F (N-(5-Chloro-6-(isoquinolin-3-yloxy)pyridin-3-yl)-3-(trifluoromethyl)benzenesulfonamide). As a reaction SMILES: [Cl:1][C:2]1[CH:3]=[C:4]([NH2:19])[CH:5]=[N:6][C:7]=1[O:8][C:9]1[N:10]=[CH:11][C:12]2[C:17]([CH:18]=1)=[CH:16][CH:15]=[CH:14][CH:13]=2.[F:20][C:21]([F:33])([F:32])[C:22]1[CH:23]=[C:24]([S:28](Cl)(=[O:30])=[O:29])[CH:25]=[CH:26][CH:27]=1>>[Cl:1][C:2]1[CH:3]=[C:4]([NH:19][S:28]([C:24]2[CH:25]=[CH:26][CH:27]=[C:22]([C:21]([F:20])([F:32])[F:33])[CH:23]=2)(=[O:30])=[O:29])[CH:5]=[N:6][C:7]=1[O:8][C:9]1[N:10]=[CH:11][C:12]2[C:17]([CH:18]=1)=[CH:16][CH:15]=[CH:14][CH:13]=2. Procedure: The title compound was prepared by reacting 5-chloro-6-(isoquinolin-3-yloxy)pyridin-3-amine (obtained as per procedure described in preparation 2) and 3-(trifluoromethyl)benzene-1-sulfonyl chloride.